This data is from the Open Reaction Database (ORD), a public repository of structured organic reaction records. The task is: describe an organic reaction: reactants, conditions, products, and yield Reactants: FC1=C(C(=O)N2CCN(CC2)C(=O)OC(C)(C)C)C=C(C=C1)CN1C=CC(C2=CC=CC=C12)=O (tert-butyl 4-{2-fluoro-5-[(4-oxoquinolin-1(4H)-yl)methyl]benzoyl}piperazine-1-carboxylate), C(=O)(C(F)(F)F)O (TFA). The solvent is C(Cl)Cl (DCM). The product is FC1=C(C=C(CN2C=CC(C3=CC=CC=C23)=O)C=C1)C(=O)N1CCNCC1 (1-[4-fluoro-3-(piperazin-1-ylcarbonyl)benzyl]quinolin-4(1H)-one). Reaction SMILES: [F:1][C:2]1[CH:22]=[CH:21][C:20]([CH2:23][N:24]2[C:33]3[C:28](=[CH:29][CH:30]=[CH:31][CH:32]=3)[C:27](=[O:34])[CH:26]=[CH:25]2)=[CH:19][C:3]=1[C:4]([N:6]1[CH2:11][CH2:10][N:9](C(OC(C)(C)C)=O)[CH2:8][CH2:7]1)=[O:5].C(O)(C(F)(F)F)=O>C(Cl)Cl>[F:1][C:2]1[CH:22]=[CH:21][C:20]([CH2:23][N:24]2[C:33]3[C:28](=[CH:29][CH:30]=[CH:31][CH:32]=3)[C:27](=[O:34])[CH:26]=[CH:25]2)=[CH:19][C:3]=1[C:4]([N:6]1[CH2:7][CH2:8][NH:9][CH2:10][CH2:11]1)=[O:5]. Reported procedure: B1 from step 1 was stirred in a 1:1 mixture of DCM and TFA (0.1M) for 30 min. The solvents were removed under reduced pressure and the residue was dissolved in MeOH. The solution was applied on a SCX cation exchange resin, the resin was washed with H2O and MeOH and the product was eluted with ammonia in MeOH (2N). The solvents were removed under reduced pressure to a afford the title compound as a beige solid. Reactants: ClC=1C=C2C(=CNC2=CC1)CN1N=C2N(C(N(C(C2=C1C1=CC(=CN1C)C(=O)O)=O)C)=O)CC(C)C (5-{2-[(5-chloro-1H-indol-3-yl)methyl]-7-isobutyl-5-methyl-4,6-dioxo-4,5,6,7-tetrahydro-2H-pyrazolo[3,4-d]pyrimidin-3-yl}-1-methyl-1H-pyrrole-3-carboxylic acid), N1=CC=C(C=C1)NC (pyridin-4-yl-methylamine), C(#N)P(OCC)(OCC)=O (diethyl cyanophosphonate). Yields the product ClC=1C=C2C(=CNC2=CC1)CN1N=C2N(C(N(C(C2=C1C1=CC(=CN1C)C(=O)NCC1=CC=NC=C1)=O)C)=O)CC(C)C (5-{2-[(5-chloro-1H-indol-3-yl)methyl]-7-isobutyl-5-methyl-4,6-dioxo-4,5,6,7-tetrahydro-2H-pyrazolo[3,4-d]pyrimidin-3-yl}-1-methyl-N-(pyridin-4-ylmethyl)-1H-pyrrole-3-carboxamide). RXN SMILES: [Cl:1][C:2]1[CH:3]=[C:4]2[C:8](=[CH:9][CH:10]=1)[NH:7][CH:6]=[C:5]2[CH2:11][N:12]1[C:20]([C:21]2[N:25]([CH3:26])[CH:24]=[C:23]([C:27]([OH:29])=O)[CH:22]=2)=[C:19]2[C:14]([N:15]([CH2:33][CH:34]([CH3:36])[CH3:35])[C:16](=[O:32])[N:17]([CH3:31])[C:18]2=[O:30])=[N:13]1.[N:37]1[CH:42]=[CH:41][C:40](NC)=[CH:39][CH:38]=1.[C:45](P(=O)(OCC)OCC)#[N:46]>>[Cl:1][C:2]1[CH:3]=[C:4]2[C:8](=[CH:9][CH:10]=1)[NH:7][CH:6]=[C:5]2[CH2:11][N:12]1[C:20]([C:21]2[N:25]([CH3:26])[CH:24]=[C:23]([C:27]([NH:46][CH2:45][C:40]3[CH:39]=[CH:38][N:37]=[CH:42][CH:41]=3)=[O:29])[CH:22]=2)=[C:19]2[C:14]([N:15]([CH2:33][CH:34]([CH3:35])[CH3:36])[C:16](=[O:32])[N:17]([CH3:31])[C:18]2=[O:30])=[N:13]1. Procedure: This compound was synthesized by the reaction of 5-{2-[(5-chloro-1H-indol-3-yl)methyl]-7-isobutyl-5-methyl-4,6-dioxo-4,5,6,7-tetrahydro-2H-pyrazolo[3,4-d]pyrimidin-3-yl}-1-methyl-1H-pyrrole-3-carboxylic acid and pyridin-4-yl-methylamine using diethyl cyanophosphonate as a coupling reagent. Mass: 599.15 (M+H).